This data is from the Open Reaction Database (ORD), a public repository of structured organic reaction records. The task is: describe an organic reaction: reactants, conditions, products, and yield Reactants: C(C)OCC (Diethyl ether), COC1=CC=C(C(=O)CC(C(=O)OC)=O)C=C1 (methyl (4-methoxybenzoyl)pyruvate), O1N=C(C=C1)C1=CC=C(N)C=C1 (4-isoxazol-3-ylaniline), FC=1C=C(C=O)C=CC1 (3-fluorobenzaldehyde). Solvent: O1CCOCC1 (dioxane). Reaction conditions: time 2 day. The product is FC=1C=C(C=CC1)C1C(=C(C(N1C1=CC=C(C=C1)C1=NOC=C1)=O)O)C(C1=CC=C(C=C1)OC)=O (5-(3-fluorophenyl)-3-hydroxy-1-(4-isoxazol-3-ylphenyl)-4-(4-methoxybenzoyl)-1,5-dihydropyrrol-2-one). Isolated yield 34.0%. Reaction SMILES: [CH3:1][O:2][C:3]1[CH:17]=[CH:16][C:6]([C:7]([CH2:9][C:10](=[O:15])[C:11]([O:13]C)=O)=[O:8])=[CH:5][CH:4]=1.[O:18]1[CH:22]=[CH:21][C:20]([C:23]2[CH:29]=[CH:28][C:26]([NH2:27])=[CH:25][CH:24]=2)=[N:19]1.[F:30][C:31]1[CH:32]=[C:33]([CH:36]=[CH:37][CH:38]=1)[CH:34]=O.C(OCC)C>O1CCOCC1>[F:30][C:31]1[CH:32]=[C:33]([CH:34]2[N:27]([C:26]3[CH:28]=[CH:29][C:23]([C:20]4[CH:21]=[CH:22][O:18][N:19]=4)=[CH:24][CH:25]=3)[C:11](=[O:13])[C:10]([OH:15])=[C:9]2[C:7](=[O:8])[C:6]2[CH:5]=[CH:4][C:3]([O:2][CH3:1])=[CH:17][CH:16]=2)[CH:36]=[CH:37][CH:38]=1. Procedure: To a mixture of methyl (4-methoxybenzoyl)pyruvate (0.24 g, 1 mmol) and 4-isoxazol-3-ylaniline (0.16 g, 1 mmol) in dioxane (1 mL) was added 3-fluorobenzaldehyde (0.11 mL, 1 mmol). The mixture was stirred at r.t. for two days. Diethyl ether (3 mL) was then added to the mixture, and the precipitate was collected by filtration to give 5-(3-fluorophenyl)-3-hydroxy-1-(4-isoxazol-3-ylphenyl)-4-(4-methoxybenzoyl)-1,5-dihydropyrrol-2-one (0.16 g, 34%) as slightly yellow crystals. The reactants are solution, FC1=CC=C(C=C1)CC(=O)N=C=S (2-(4-fluorophenyl)acetyl isothiocyanate), NC1=CC=C(OC2=CC(=NC=C2)NC(=O)N2CCC(CC2)CN2CCC2)C=C1 (4-(Azetidin-1-ylmethyl)piperidine-1-carboxylic acid [4-(4-aminophenoxy)pyridin-2-yl]amide), [C@]12(C(=O)CC(CC1)C2(C)C)CS(=O)(=O)O ((S)-(+)-10-camphorsulfonic acid), C(C)OCC (diethyl ether). Run in C1(=CC=CC=C1)C (toluene), C(C)O (ethanol), CCCCCC (hexane). Conditions: time 5 minute. Product: FC1=CC=C(C=C1)CC(=O)NC(NC1=CC=C(OC2=CC(=NC=C2)NC(=O)N2CCC(CC2)CN2CCC2)C=C1)=S (4-(Azetidin-1-ylmethyl)piperidine-1-carboxylic acid [4-(4-{3-[2-(4-fluorophenyl)acetyl]thioureido}phenoxy)pyridin-2-yl]amide). The yield is 34.2%. RXN SMILES: [NH2:1][C:2]1[CH:28]=[CH:27][C:5]([O:6][C:7]2[CH:12]=[CH:11][N:10]=[C:9]([NH:13][C:14]([N:16]3[CH2:21][CH2:20][CH:19]([CH2:22][N:23]4[CH2:26][CH2:25][CH2:24]4)[CH2:18][CH2:17]3)=[O:15])[CH:8]=2)=[CH:4][CH:3]=1.[C@]12(CS(O)(=O)=O)C(C)(C)C(CC1)CC2=O.[F:44][C:45]1[CH:50]=[CH:49][C:48]([CH2:51][C:52]([N:54]=[C:55]=[S:56])=[O:53])=[CH:47][CH:46]=1.C(OCC)C>C(O)C.C1(C)C=CC=CC=1.CCCCCC>[F:44][C:45]1[CH:46]=[CH:47][C:48]([CH2:51][C:52]([NH:54][C:55](=[S:56])[NH:1][C:2]2[CH:28]=[CH:27][C:5]([O:6][C:7]3[CH:12]=[CH:11][N:10]=[C:9]([NH:13][C:14]([N:16]4[CH2:17][CH2:18][CH:19]([CH2:22][N:23]5[CH2:26][CH2:25][CH2:24]5)[CH2:20][CH2:21]4)=[O:15])[CH:8]=3)=[CH:4][CH:3]=2)=[O:53])=[CH:49][CH:50]=1. Procedure details: 4-(Azetidin-1-ylmethyl)piperidine-1-carboxylic acid [4-(4-aminophenoxy)pyridin-2-yl]amide (143 mg) was dissolved in ethanol (4 ml) under a nitrogen atmosphere, and then (S)-(+)-10-camphorsulfonic acid (131 mg) was added thereto, followed by stirring for 5 min. A 0.25 M solution of 2-(4-fluorophenyl)acetyl isothiocyanate in toluene (2.25 ml) was added thereto, followed by stirring for 1 hr. The reaction mixture was partitioned between ethyl acetate (50 ml) and a saturated aqueous solution of sodi... Reported procedure: A solution of 3,6-dichloro4H-thieno[3,2-e]-1,2,4-thiadiazine 1,1-dioxide (386 mg, 1.5 mmol) in 1-methylcyclopropylamine (1.0 g, 14 mmol) was stirred for 24 h at 85° C. in a sealed flask. The cooled solution was concentrated in vacuo and the residue was stirred with ethyl acetate (1-2 ml) and filtered. The white precipitate was stirred in 4M hydrochloric acid (5 ml) for 2 h and then filtered off and chromatographed on silica gel with ethyl acetate to give 112 mg (26%) of the pure title compound; ... RXN SMILES: Cl[C:2]1[NH:7][C:6]2[CH:8]=[C:9]([Cl:11])[S:10][C:5]=2[S:4](=[O:13])(=[O:12])[N:3]=1.[CH3:14][C:15]1([NH2:18])[CH2:17][CH2:16]1>>[Cl:11][C:9]1[S:10][C:5]2[S:4](=[O:13])(=[O:12])[N:3]=[C:2]([NH:18][C:15]3([CH3:14])[CH2:17][CH2:16]3)[NH:7][C:6]=2[CH:8]=1. The product is ClC1=CC=2NC(=NS(C2S1)(=O)=O)NC1(CC1)C (6-Chloro-3-(1-methyl-cyclopropyl)amino-4H-thieno[3,2-e]-1,2,4-thiadiazine 1,1-dioxide). Starting materials: ClC1=NS(C2=C(N1)C=C(S2)Cl)(=O)=O (3,6-dichloro4H-thieno[3,2-e]-1,2,4-thiadiazine 1,1-dioxide), CC1(CC1)N (1-methylcyclopropylamine). Yield: 25.6%. Starting materials: CNc1cnccn1, CCOC(C)=O, CCCCCC, CO, COc1ccc(C)cc1N=C=O, ClCCl, CC(Cl)Cl. The product is COc1ccc(C)cc1NC(=O)N(C)c1cnccn1. As a reaction SMILES: [CH3:1][NH:2][c:3]1[n:4][cH:5][cH:6][n:7][cH:8]1.[CH3:21][CH2:22][O:23][C:24]([CH3:25])=[O:26].[CH3:27][CH2:28][CH2:29][CH2:30][CH2:31][CH3:32].[CH3:36][OH:37].[CH3:9][O:10][c:11]1[c:12]([N:18]=[C:19]=[O:20])[cH:13][c:14]([CH3:17])[cH:15][cH:16]1.[Cl:33][CH2:34][Cl:35].[Cl:38][CH:39]([Cl:40])[CH3:41]>>[CH3:1][N:2]([c:3]1[n:4][cH:5][cH:6][n:7][cH:8]1)[C:19]([NH:18][c:12]1[c:11]([O:10][CH3:9])[cH:16][cH:15][c:14]([CH3:17])[cH:13]1)=[O:20]. RXN SMILES: [C:1]([CH:9]1[CH2:14][CH2:13][CH2:12][CH2:11][C:10]1=O)(=[O:8])[C:2]1[CH:7]=[CH:6][CH:5]=[CH:4][CH:3]=1.[CH3:16][O:17][C:18](=[O:29])[C@H:19]([CH2:21][C:22]1[CH:27]=[CH:26][C:25]([OH:28])=[CH:24][CH:23]=1)[NH2:20].O>[Pd].C1(OC)C=CC=CC=1>[CH3:16][O:17][C:18](=[O:29])[C@@H:19]([NH:20][C:10]1[CH:11]=[CH:12][CH:13]=[CH:14][C:9]=1[C:1](=[O:8])[C:2]1[CH:3]=[CH:4][CH:5]=[CH:6][CH:7]=1)[CH2:21][C:22]1[CH:27]=[CH:26][C:25]([OH:28])=[CH:24][CH:23]=1. Product: COC([C@H](CC1=CC=C(C=C1)O)NC1=C(C=CC=C1)C(C1=CC=CC=C1)=O)=O ((S)-2-(2-Benzoyl-phenylamino)-3-(4-hydroxy-phenyl)-propionic acid methyl ester). Reaction conditions: temperature 80 celsius, time 48 hour. Run in C1(=CC=CC=C1)OC (anisole). Reagents/catalysts: [Pd] (Palladium on activated carbon). The yield is 59.3%. Reported procedure: A stirred mixture of 92 g (0.45 mol) 2-benzoyl-cyclohexanone, (Denny, W. A. et. al. J. Med. Chem. 1978, 21(5), 430-7) 78 g (0.40 mol) L-Tyrosine methyl ester, 17.0 g Palladium on activated carbon (10%) was refluxed for 2 h in 1 L anisole while the resulting water was removed by a Dean-Stark apparatus. The mixture was cooled to 80° C. and the Pd/C was filtered, and washed with 50 mL anisole three times. The mixture was cooled to 40° C., 1 L hexane was added and kept at −20° C. for 48 h. The solid... Starting materials: COC([C@@H](N)CC1=CC=C(C=C1)O)=O (L-Tyrosine methyl ester), O (water), C(C1=CC=CC=C1)(=O)C1C(CCCC1)=O (2-benzoyl-cyclohexanone). Reactants: N([C@@H](C(C)C)C(=O)O)C(=O)OC(C)(C)C (Boc-Val-OH), C(=O)(N1C=NC=C1)N1C=NC=C1 (1,1′-carbonyldiimidazole), [Cl-].[Mg+2].[Cl-] (magnesium chloride), C(CC(=O)O)(=O)O.C(C)[K] (ethyl potassium malonate). Solvent: C1CCOC1 (THF). Run at time 1 hour. The product is C(C)(C)(C)OC(=O)N[C@H](C(CC(=O)OCC)=O)C(C)C (ethyl(S)-4-((tert-butoxycarbonyl)amino)-5-methyl-3-oxohexanoate). The yield is 85.9%. Reaction SMILES: [NH:1]([C:9]([O:11][C:12]([CH3:15])([CH3:14])[CH3:13])=[O:10])[C@H:2]([C:6]([OH:8])=O)[CH:3]([CH3:5])[CH3:4].C(N1[CH:27]=[CH:26]N=C1)(N1C=CN=C1)=O.[Cl-].[Mg+2].[Cl-].C(O)(=O)[CH2:32][C:33]([OH:35])=[O:34].C([K])C>C1COCC1>[C:12]([O:11][C:9]([NH:1][C@@H:2]([CH:3]([CH3:4])[CH3:5])[C:6](=[O:8])[CH2:32][C:33]([O:35][CH2:26][CH3:27])=[O:34])=[O:10])([CH3:15])([CH3:14])[CH3:13] |f:2.3.4,5.6|. Procedure: To a stirred solution of compound Boc-Val-OH (3.11 g, 14.3 mmol) in THF (40 mL) at rt was added 1,1′-carbonyldiimidazole (3.48 g, 21.5 mmol). The mixture was stirred at rt for 1 h, then magnesium chloride (1.36 g, 14.3 mmol) and ethyl potassium malonate (2.44 g, 14.3 mmol) were added successively. The mixture was then heated to 50° C. and stirred for 15 h. The mixture was cooled to rt and quenched with 1 N HCl (100 mL). The aqueous phase was extracted with EtOAc (3×100 mL), then the combined org... Yields the product C(C)(=O)OC1C(C(N1C(=O)C1=CC=CC=C1)=O)CCCNC(=NC(=O)OCC1=CC=CC=C1)NC(=O)OCC1=CC=CC=C1 (4-Acetyloxy-3-[3-[N',N"-di(Cbz)guanidino]propyl]-1-phenylcarbonyl-2--azetidinone). Procedure: To a -78° C. THF (4 mL) of compound 13 (500 mg, 1 mmol) was added 1N THF solution of sodium bis(trimethylsilyl)amide (1.0 mL, 1.0 mmol), and the resultant reaction mixture was stirred for 15 min. Benzoyl chloride (140 mg, 1 mmol) was added, and the mixture was stirred for 30 min at -78° C. and for 90 min at room temperature. The solution was subsequently partitioned between ether and aqueous pH 4.0 buffer. The organic layer was dried (MgSO4) and concentrated. The residue was purified by silica g... Run in C1CCOC1 (THF), C1CCOC1 (THF). The reactants are C(C)(=O)OC1C(C(N1)=O)CCCNC(=NC(=O)OCC1=CC=CC=C1)NC(=O)OCC1=CC=CC=C1 (4-Acetyloxy-3-[3-[N',N"-di(Cbz)guanidino]propyl]-2-azetidinone), C[Si](C)(C)[N-][Si](C)(C)C.[Na+] (sodium bis(trimethylsilyl)amide), C(C1=CC=CC=C1)(=O)Cl (Benzoyl chloride). Yield: 33.3%. Reaction conditions: time 15 minute. Reaction SMILES: [C:1]([O:4][CH:5]1[NH:8][C:7](=[O:9])[CH:6]1[CH2:10][CH2:11][CH2:12][NH:13][C:14]([NH:26][C:27]([O:29][CH2:30][C:31]1[CH:36]=[CH:35][CH:34]=[CH:33][CH:32]=1)=[O:28])=[N:15][C:16]([O:18][CH2:19][C:20]1[CH:25]=[CH:24][CH:23]=[CH:22][CH:21]=1)=[O:17])(=[O:3])[CH3:2].C[Si]([N-][Si](C)(C)C)(C)C.[Na+].[C:47](Cl)(=[O:54])[C:48]1[CH:53]=[CH:52][CH:51]=[CH:50][CH:49]=1>C1COCC1>[C:1]([O:4][CH:5]1[N:8]([C:47]([C:48]2[CH:53]=[CH:52][CH:51]=[CH:50][CH:49]=2)=[O:54])[C:7](=[O:9])[CH:6]1[CH2:10][CH2:11][CH2:12][NH:13][C:14]([NH:26][C:27]([O:29][CH2:30][C:31]1[CH:32]=[CH:33][CH:34]=[CH:35][CH:36]=1)=[O:28])=[N:15][C:16]([O:18][CH2:19][C:20]1[CH:21]=[CH:22][CH:23]=[CH:24][CH:25]=1)=[O:17])(=[O:3])[CH3:2] |f:1.2|.